From a dataset of the Open Reaction Database (ORD), a public repository of structured organic reaction records. describe an organic reaction: reactants, conditions, products, and yield Reactants: [N+](=O)([O-])C1=C(C(=O)O)C=CC(=C1)[N+](=O)[O-] (2,4-dinitrobenzoic acid), COCC(C)O (1-methoxy-2-propanol). The reagents and catalysts are C=1(C(=CC=CC1)S(=O)(=O)O)C (toluenesulfonic acid). The solvent is C1(=CC=CC=C1)C (toluene). The product is COCC(C)OC(C1=C(C=C(C=C1)[N+](=O)[O-])[N+](=O)[O-])=O ((1-methoxy-2-propyl)-2,4-dinitrobenzoate). Isolated yield 53.5%. RXN SMILES: [N+:1]([C:4]1[CH:12]=[C:11]([N+:13]([O-:15])=[O:14])[CH:10]=[CH:9][C:5]=1[C:6]([OH:8])=[O:7])([O-:3])=[O:2].[CH3:16][O:17][CH2:18][CH:19](O)[CH3:20]>C1(C)C=CC=CC=1.C1(C)C(S(O)(=O)=O)=CC=CC=1>[CH3:16][O:17][CH2:18][CH:19]([O:7][C:6](=[O:8])[C:5]1[CH:9]=[CH:10][C:11]([N+:13]([O-:15])=[O:14])=[CH:12][C:4]=1[N+:1]([O-:3])=[O:2])[CH3:20]. Procedure details: To a mixture of 212.0 g of 2,4-dinitrobenzoic acid in 300 ml of toluene were added 4.0 g of toluenesulfonic acid and 180.2 g of 1-methoxy-2-propanol. The mixture was refluxed for 48 hrs and the resulting water removed by azeotropic distillation. After this period the mixture was cooled to room temperture and washed with 500 ml of an aqueous 5% NaHCO3 solution followed by two 150 ml water washings. The toluene was removed at reduced pressure and the resulting oil was washed with hexane to give 15... The reactants are C12C=CC(CC1)C2 (norbornylene), C12C(CC(C=C1)C2)CO (bicyclo[2.2.1]hept-5-ene-2-methanol), C12C(CC(C=C1)C2)C(=O)O (bicyclo[2.2.1]hept-5-ene-2-carboxylic acid), C1(\C=C/C(=O)O1)=O (maleic anhydride), CC(C)(C#N)N=NC(C)(C)C#N (AIBN). The solvent is O1CCCC1 (tetrahydrofuran). Product: C12C(CC(C=C1)C2)CO.C12C(CC(C=C1)C2)C(=O)O.C12C=CC(CC1)C2.C1(\C=C/C(=O)O1)=O (bicyclo[2.2.1]hept-5-ene-2-methanol bicyclo[2.2.1]hept-5-ene-2-carboxylic acid norbornene maleic anhydride). RXN SMILES: [CH:1]12[CH2:7][CH:4]([CH2:5][CH2:6]1)[CH:3]=[CH:2]2.[CH:8]12[CH2:14][CH:11]([CH:12]=[CH:13]1)[CH2:10][CH:9]2[CH2:15][OH:16].[CH:17]12[CH2:23][CH:20]([CH:21]=[CH:22]1)[CH2:19][CH:18]2[C:24]([OH:26])=[O:25].[C:27]1(=[O:33])[O:32][C:30](=[O:31])[CH:29]=[CH:28]1.CC(N=NC(C#N)(C)C)(C#N)C>O1CCCC1>[CH:8]12[CH2:14][CH:11]([CH:12]=[CH:13]1)[CH2:10][CH:9]2[CH2:15][OH:16].[CH:17]12[CH2:23][CH:20]([CH:21]=[CH:22]1)[CH2:19][CH:18]2[C:24]([OH:26])=[O:25].[CH:1]12[CH2:7][CH:4]([CH2:5][CH2:6]1)[CH:3]=[CH:2]2.[C:30]1(=[O:31])[O:32][C:27](=[O:33])[CH:28]=[CH:29]1 |f:6.7.8.9|. Procedure: To 70 ml of tetrahydrofuran was added 0.04 M of norbornylene, 0.1 M of bicyclo[2.2.1]hept-5-ene-2-methanol, 0.06 M of bicyclo[2.2.1]hept-5-ene-2-carboxylic acid, 0.2 M of maleic anhydride and 0.4 g of AIBN. The resulting solution was reacted at 67° C. for 8 hours. Thereafter, a polymer was precipitated and filtered in petroleum ether/ether (1/1) solution, to obtain the title polymer. Here, the polymer was washed with aqueous Na2CO3 solution (5%), and re-washed with distilled water to completely ... Starting materials: CCOC(=O)c1c(-c2ccccc2)nn2c1CCC2, CC#N, CO, Cl, [Na+], [OH-]. Product: O=C(O)c1c(-c2ccccc2)nn2c1CCC2. Reaction SMILES: [CH2:1]([CH3:2])[O:3][C:4](=[O:5])[c:6]1[c:7]2[n:8]([n:9][c:10]1-[c:11]1[cH:12][cH:13][cH:14][cH:15][cH:16]1)[CH2:17][CH2:18][CH2:19]2.[CH3:22][C:23]#[N:24].[CH3:26][OH:27].[ClH:25].[Na+:21].[OH-:20]>>[O:3]=[C:4]([OH:5])[c:6]1[c:7]2[n:8]([n:9][c:10]1-[c:11]1[cH:12][cH:13][cH:14][cH:15][cH:16]1)[CH2:17][CH2:18][CH2:19]2. Reactants: CN1C=CC=C1 (N-methylpyrrole), ClCC(=O)Cl (chloroacetyl chloride). Solvent: C1CCOC1 (THF). Product: ClCC(=O)C=1N(C=CC1)C (2-Chloro-1-(1-Methyl-1H-pyrrol-2-yl)-ethanone). Isolated yield 106.4%. RXN SMILES: [CH3:1][N:2]1[CH:6]=[CH:5][CH:4]=[CH:3]1.[Cl:7][CH2:8][C:9](Cl)=[O:10]>C1COCC1>[Cl:7][CH2:8][C:9]([C:3]1[N:2]([CH3:1])[CH:6]=[CH:5][CH:4]=1)=[O:10]. Procedure: A solution of 15 g (0.186 mole) N-methylpyrrole and 19.2 mL (0.186 mole) chloroacetyl chloride in 600 mL dry THF was heated under reflux overnight with a nitrogen stream bubbling through the reaction mixture. After cooling, the organics were washed with water, 1N NaOH, water, brine and dried (MgSO4). Evaporation of the solvent gave 31.2 g of a green solid: mp (decomp.) 280° C.; NMR 300 MHz (CDCl3) d 7.05 (d, 1H); 6.95 (s, 1H); 6.2 (m, 1H); 4.5 (s, 2H); 3.9 (s, 3H). Reactants: CC1(C(=C(CC1)C)C=CC(CCC)=O)C (1-(2,2,5-trimethylcyclopent-5-enyl)hex-1-en-3-one), OC1(C(C(CC(C1)O)(C)C)C=CC(C)O)C (4-(2,4-Dihydroxy-2,6,6-Trimethylcyclohexyl)But-3-en-2-ol). The product is OC1(C(C(CC1)(C)C)C=CC(CCC)O)C (1-(2-Hydroxy-2,5,5-Trimethylcyclopentyl)Hex-1-en-3-ol). Reaction SMILES: [CH3:1][C:2]1([CH3:15])[CH2:6][CH2:5][C:4]([CH3:7])=[C:3]1[CH:8]=[CH:9][C:10](=[O:14])[CH2:11][CH2:12][CH3:13].[OH:16]C1(C)CC(O)CC(C)(C)C1C=CC(O)C>>[OH:16][C:4]1([CH3:7])[CH2:5][CH2:6][C:2]([CH3:1])([CH3:15])[CH:3]1[CH:8]=[CH:9][CH:10]([OH:14])[CH2:11][CH2:12][CH3:13]. Reported procedure: The entitled compound was obtained from 1-(2,2,5-trimethylcyclopent-5-enyl)hex-1-en-3-one in the same manner as in Example 1-(4), (5), and (6). Reactants: CO, Cl, [Na+], CCCc1c(OCCCN2CCN(C(C)C(=O)OC)C2=O)ccc2c(C(F)(F)F)noc12, [OH-]. Yields the product CCCc1c(OCCCN2CCN(C(C)C(=O)O)C2=O)ccc2c(C(F)(F)F)noc12. Reaction SMILES: [CH3:36][OH:37].[ClH:35].[Na+:34].[O:1]=[C:2]1[N:3]([CH:27]([C:28](=[O:29])[O:30][CH3:31])[CH3:32])[CH2:4][CH2:5][N:6]1[CH2:7][CH2:8][CH2:9][O:10][c:11]1[c:12]([CH2:24][CH2:25][CH3:26])[c:13]2[c:14]([c:15]([C:18]([F:19])([F:20])[F:21])[n:16][o:17]2)[cH:22][cH:23]1.[OH-:33]>>[O:1]=[C:2]1[N:3]([CH:27]([C:28](=[O:29])[OH:30])[CH3:32])[CH2:4][CH2:5][N:6]1[CH2:7][CH2:8][CH2:9][O:10][c:11]1[c:12]([CH2:24][CH2:25][CH3:26])[c:13]2[c:14]([c:15]([C:18]([F:19])([F:20])[F:21])[n:16][o:17]2)[cH:22][cH:23]1. Reactants: ClC=1C(=NC(=NC1)C=1OC=CC1)SC (5-chloro-2-(furan-2-yl)-4-(methylthio)pyrimidine), ClS(=O)(=O)O (ClSO3H). Solvent: C(Cl)Cl (CH2Cl2). Conditions: temperature 25 celsius, time 2 hour. Yields the product ClC=1C(=NC(=NC1)C1=CC=C(O1)S(=O)(=O)Cl)SC (5-(5-chloro-4-(methylthio)pyrimidin-2-yl)furan-2-sulfonyl chloride). RXN SMILES: [Cl:1][C:2]1[C:3]([S:13][CH3:14])=[N:4][C:5]([C:8]2[O:9][CH:10]=[CH:11][CH:12]=2)=[N:6][CH:7]=1.[Cl:15][S:16](O)(=[O:18])=[O:17]>C(Cl)Cl>[Cl:1][C:2]1[C:3]([S:13][CH3:14])=[N:4][C:5]([C:8]2[O:9][C:10]([S:16]([Cl:15])(=[O:18])=[O:17])=[CH:11][CH:12]=2)=[N:6][CH:7]=1. Procedure: To a solution of 5-chloro-2-(furan-2-yl)-4-(methylthio)pyrimidine (800 mg, 3.53 mmol, 1.0 equiv.) in CH2Cl2 (5 mL) was added ClSO3H (25 mL) dropwise at −20° C. The reaction mixture was stirred at 25° C. for 2 h, then, quenched with cracked ice at −20° C. The mixture was extracted with ethylacetate. The combined organic layers was dried with Na2SO4 to give a solution of 5-(5-chloro-4-(methylthio)pyrimidin-2-yl)furan-2-sulfonyl chloride in ethylacetate, to which t-butylamine (10 mL) was added. The...